This data is from the Open Reaction Database (ORD), a public repository of structured organic reaction records. The task is: describe an organic reaction: reactants, conditions, products, and yield Reactants: Cc1cc(Br)cc(C)c1N, O=C([O-])[O-], CC#N, CCCOC(=O)Cl, [K+], [K+], C1CCOC1. The product is CCCOC(=O)Nc1c(C)cc(Br)cc1C. RXN SMILES: [Br:1][c:2]1[cH:3][c:4]([CH3:10])[c:5]([NH2:6])[c:7]([CH3:9])[cH:8]1.[C:23](=[O:24])([O-:25])[O-:26].[CH3:29][C:30]#[N:31].[Cl:11][C:12](=[O:13])[O:14][CH2:15][CH2:16][CH3:17].[K+:27].[K+:28].[O:18]1[CH2:19][CH2:20][CH2:21][CH2:22]1>>[Br:1][c:2]1[cH:3][c:4]([CH3:10])[c:5]([NH:6][C:12](=[O:13])[O:14][CH2:15][CH2:16][CH3:17])[c:7]([CH3:9])[cH:8]1. The solvent is C1CCOC1 (THF), C1CCOC1 (THF), C1CCOC1 (THF). Procedure: To 20 mL of THF at 0° C. is added dropwise over 10 min simultaneously a solution of 1.97 g (5.48 mmol) of N-isopropyl-N-phenyl-2-(2-phenylamino-phenylamino) acetamide in 20 mL of THF and 0.53 mL (5.48 mmol) of malonyl dichloride in 20 mL of THF. The resulting red-brown solution is stirred at RT for 5.5 h and the solvent removed in vacuo. Purification of the resulting brown oil by silica gel flash chromatography (50 to 75% ethyl acetate/petroleum ether) followed by recrystallization from ethyl ac... Run at time 5.5 hour. The product is O=C1CC(N(C2=C(N1CC(=O)N(C1=CC=CC=C1)C(C)C)C=CC=C2)C2=CC=CC=C2)=O (2-(2,4-Dioxo-5-phenyl-2,3,4,5-tetrahydro-benzo[b][1,4]diazepin-1-yl)-N-isopropyl-N-phenyl acetamide). The yield is 35.9%. Starting materials: C(C)(C)N(C(CNC1=C(C=CC=C1)NC1=CC=CC=C1)=O)C1=CC=CC=C1 (N-isopropyl-N-phenyl-2-(2-phenylamino-phenylamino) acetamide), C(CC(=O)Cl)(=O)Cl (malonyl dichloride). Reaction SMILES: [CH:1]([N:4]([C:22]1[CH:27]=[CH:26][CH:25]=[CH:24][CH:23]=1)[C:5](=[O:21])[CH2:6][NH:7][C:8]1[CH:13]=[CH:12][CH:11]=[CH:10][C:9]=1[NH:14][C:15]1[CH:20]=[CH:19][CH:18]=[CH:17][CH:16]=1)([CH3:3])[CH3:2].[C:28](Cl)(=[O:33])[CH2:29][C:30](Cl)=[O:31]>C1COCC1>[O:31]=[C:30]1[N:7]([CH2:6][C:5]([N:4]([CH:1]([CH3:3])[CH3:2])[C:22]2[CH:27]=[CH:26][CH:25]=[CH:24][CH:23]=2)=[O:21])[C:8]2[CH:13]=[CH:12][CH:11]=[CH:10][C:9]=2[N:14]([C:15]2[CH:16]=[CH:17][CH:18]=[CH:19][CH:20]=2)[C:28](=[O:33])[CH2:29]1. Starting materials: C(C=C)N1N=C(C2=CC=CC(=C12)F)C1=C(C=C(C=C1)OC)OC (1-allyl-3-(2,4-dimethoxyphenyl)-7-fluoro-1H-indazole), B(Br)(Br)Br (boron tribromide), C1=CCCCC1 (cyclohexene). The product is C(C=C)N1N=C(C2=CC=CC(=C12)F)C1=C(C=C(C=C1)O)O (4-(1-allyl-7-fluoro-1H-indazole-3-yl)benzene-1,3-diol). The yield is 92.0%. RXN SMILES: [CH2:1]([N:4]1[C:12]2[C:7](=[CH:8][CH:9]=[CH:10][C:11]=2[F:13])[C:6]([C:14]2[CH:19]=[CH:18][C:17]([O:20]C)=[CH:16][C:15]=2[O:22]C)=[N:5]1)[CH:2]=[CH2:3].B(Br)(Br)Br.C1CCCCC=1>>[CH2:1]([N:4]1[C:12]2[C:7](=[CH:8][CH:9]=[CH:10][C:11]=2[F:13])[C:6]([C:14]2[CH:19]=[CH:18][C:17]([OH:20])=[CH:16][C:15]=2[OH:22])=[N:5]1)[CH:2]=[CH2:3]. Procedure: Prepared according to Method D step C from 1-allyl-3-(2,4-dimethoxyphenyl)-7-fluoro-1H-indazole (0.187 g, 0.6 mmol), boron tribromide (0.362 mL, 3.80 mmol) and 1.0 mL of cyclohexene to give the product (0.157 g) as a white solid. Reactants: C(CC(C)C)ON=O (isopentylnitrite), C(C)(=O)[O-].[K+] (potassium acetate), NC1=C(C=C(C=C1)OCC1=CC=CC=C1)CC(=O)OC(C)C (isopropyl 2-amino-5-benzyloxyphenylacetate), C(C)(=O)OC(C)=O (acetic anhydride). Solvent: C1=CC=CC=C1 (benzene). Conditions: temperature 80 celsius, time 30 minute. Yields the product C(C1=CC=CC=C1)OC=1C=C2C(=NNC2=CC1)C(=O)OC(C)C (isopropyl 5-benzyloxy-1H-indazole-3-carboxylate). The yield is 59.4%. Reaction SMILES: C([O-])(=O)C.[K+].[NH2:6][C:7]1[CH:12]=[CH:11][C:10]([O:13][CH2:14][C:15]2[CH:20]=[CH:19][CH:18]=[CH:17][CH:16]=2)=[CH:9][C:8]=1[CH2:21][C:22]([O:24][CH:25]([CH3:27])[CH3:26])=[O:23].C(OC(=O)C)(=O)C.C(O[N:41]=O)CC(C)C>C1C=CC=CC=1>[CH2:14]([O:13][C:10]1[CH:9]=[C:8]2[C:7](=[CH:12][CH:11]=1)[NH:6][N:41]=[C:21]2[C:22]([O:24][CH:25]([CH3:27])[CH3:26])=[O:23])[C:15]1[CH:20]=[CH:19][CH:18]=[CH:17][CH:16]=1 |f:0.1|. Procedure: A mixture of potassium acetate (1.34 g), isopropyl 2-amino-5-benzyloxyphenylacetate (3.9 g) and acetic anhydride (4.0 g) in benzene (40 ml) was stirred at 80° C. After 30 minutes, isopentylnitrite (2.3 g) was added dropwise to the mixture over 15 minutes and then the mixture was stirred at same temperature for 4 hours. After cooling, insoluble mass was filtered off and the filtrate was concentrated under reduced pressure. The residue was dissolved in isopropyl alcohol (30 ml) containing conc. su... Starting materials: NC1=C(C=C(C=C1)Br)C(C(F)(F)F)=O (1-(2-Amino-5-bromophenyl)-2,2,2-trifluoroethanone), NC1=C(C=C(C=C1)Br)C(C(F)(F)F)=O (1-(2-Amino-5-bromophenyl)-2,2,2-trifluoroethanone), FC(C(CC1=CC=CC=C1)=O)(F)F (1,1,1-trifluoro-3-phenylpropan-2-one), C(CCC)N(CCCC)CCCC (tributylamine). Run in CN(C)C=O (DMF). Reaction conditions: temperature 130 celsius, time 2 hour. The product is BrC=1C=C2C(=C(C(=NC2=CC1)C(F)(F)F)C1=CC=CC=C1)C(F)(F)F (6-Bromo-3-phenyl-2,4-bis(trifluoromethyl)quinoline). Reaction SMILES: [NH2:1][C:2]1[CH:7]=[CH:6][C:5]([Br:8])=[CH:4][C:3]=1[C:9](=O)[C:10]([F:13])([F:12])[F:11].[F:15][C:16]([F:27])([F:26])[C:17](=O)[CH2:18][C:19]1[CH:24]=[CH:23][CH:22]=[CH:21][CH:20]=1.C(N(CCCC)CCCC)CCC>CN(C=O)C>[Br:8][C:5]1[CH:4]=[C:3]2[C:2](=[CH:7][CH:6]=1)[N:1]=[C:17]([C:16]([F:26])([F:27])[F:15])[C:18]([C:19]1[CH:24]=[CH:23][CH:22]=[CH:21][CH:20]=1)=[C:9]2[C:10]([F:13])([F:12])[F:11]. Reported procedure: A yellow solution of 1-(2-amino-5-bromophenyl)-2,2,2-trifluoroethanone (1.32 g, 4.94 mmol, Intermediate 8, step b) and 1,1,1-trifluoro-3-phenylpropan-2-one (0.980 g, 5.21 mmol) in DMF (4.95 mL) was treated with tributylamine (1.23 mL, 5.19 mmol) and stirred at 130° C. under air (capped) for 2 hours. The homogeneous orange solution was then cooled to room temperature and partitioned with ether (8 mL) and 1 M NaH2PO4 (8 mL). The organic layer was washed with 1 M NaH2PO4 (1×8 mL), dried (Na2SO4), f... Reactants: ClC1=C(C=CC(=C1)Cl)C=1N=C(SC1C)NC(C1=CC=CC=C1)C (4-(2,4-dichlorophenyl)-5-methyl-2-[N-(α-methylbenzyl)amino]thiazole), [H-].[Na+] (sodium hydride), Compound 92, BrC(C(=O)C1=C(C=C(C=C1)Cl)Cl)C (2-bromo-1-(2,4-dichlorophenyl)-1-propanone). Run in O1CCCC1 (tetrahydrofuran), C(Cl)Cl (methylene chloride), C1(CC1)CBr (cyclopropylmethyl bromide). Reaction conditions: time 30 minute. Yields the product ClC1=C(C=CC(=C1)Cl)C=1N=C(SC1C)N(CC1CC1)C(C1=CC=CC=C1)C (4-(2,4-dichlorophenyl)-5-methyl-2-[N-(α-methylbenzyl)-N-(cyclopropylmethyl)amino]thiazole). RXN SMILES: [Cl:1][C:2]1[CH:7]=[C:6]([Cl:8])[CH:5]=[CH:4][C:3]=1[C:9]1[N:10]=[C:11]([NH:15][CH:16]([CH3:23])[C:17]2[CH:22]=[CH:21][CH:20]=[CH:19][CH:18]=2)[S:12][C:13]=1[CH3:14].BrC(C)C([C:28]1[CH:33]=[CH:32][C:31](Cl)=CC=1Cl)=O.[H-].[Na+]>O1CCCC1.C1(CBr)CC1.C(Cl)Cl>[Cl:1][C:2]1[CH:7]=[C:6]([Cl:8])[CH:5]=[CH:4][C:3]=1[C:9]1[N:10]=[C:11]([N:15]([CH:16]([CH3:23])[C:17]2[CH:18]=[CH:19][CH:20]=[CH:21][CH:22]=2)[CH2:31][CH:32]2[CH2:28][CH2:33]2)[S:12][C:13]=1[CH3:14] |f:2.3|. Procedure details: At 0° C., add 0.5 g of 4-(2,4-dichlorophenyl)-5-methyl-2-[N-(α-methylbenzyl)amino]thiazole (prepared from Compound 92 and Compound 15 according to the process described in Example 1), dissolved in 5 ml of anhydrous tetrahydrofuran, and 66 mg of sodium hydride. After 30 minutes of stirring at room temperature, run in 0.67 ml of cyclopropylmethyl bromide dropwise. Leave for eight hours under reflux, cool and dilute the reaction medium with methylene chloride, then pour it onto ice.